From a dataset of the Open Reaction Database (ORD), a public repository of structured organic reaction records. describe an organic reaction: reactants, conditions, products, and yield Reactants: Cc1ccccc1, N#Cc1cccc(C=O)c1, OCCO, Cc1ccc(S(=O)(=O)O)cc1. Product: N#Cc1cccc(C2OCCO2)c1. RXN SMILES: [CH3:26][c:27]1[cH:28][cH:29][cH:30][cH:31][cH:32]1.[CH:1](=[O:2])[c:3]1[cH:4][c:5]([C:6]#[N:7])[cH:8][cH:9][cH:10]1.[OH:22][CH2:23][CH2:24][OH:25].[c:11]1([CH3:12])[cH:13][cH:14][c:15]([S:16]([OH:17])(=[O:18])=[O:19])[cH:20][cH:21]1>>[CH:1]1([c:3]2[cH:4][c:5]([C:6]#[N:7])[cH:8][cH:9][cH:10]2)[O:2][CH2:24][CH2:23][O:22]1.